Task: describe an organic reaction: reactants, conditions, products, and yield. Dataset: the Open Reaction Database (ORD), a public repository of structured organic reaction records Reactants: CN(C)CC1CCCCN1CCN, CC#N, O=C1Nc2cccnc2N(C(=O)Cl)c2ccccc21. Yields the product CN(C)CC1CCCCN1CCNC(=O)N1c2ccccc2C(=O)Nc2cccnc21. Reaction SMILES: [CH3:20][N:21]([CH3:22])[CH2:23][CH:24]1[N:25]([CH2:30][CH2:31][NH2:32])[CH2:26][CH2:27][CH2:28][CH2:29]1.[CH3:33][C:34]#[N:35].[Cl:1][C:2](=[O:3])[N:4]1[c:5]2[c:6]([cH:16][cH:17][cH:18][n:19]2)[NH:7][C:8](=[O:15])[c:9]2[c:10]1[cH:11][cH:12][cH:13][cH:14]2>>[C:2](=[O:3])([N:4]1[c:5]2[c:6]([cH:16][cH:17][cH:18][n:19]2)[NH:7][C:8](=[O:15])[c:9]2[c:10]1[cH:11][cH:12][cH:13][cH:14]2)[NH:32][CH2:31][CH2:30][N:25]1[CH:24]([CH2:23][N:21]([CH3:20])[CH3:22])[CH2:29][CH2:28][CH2:27][CH2:26]1. Product: Cc1ccc(-c2ccc3nc(C)c(C(=O)O)cc3c2)cc1. RXN SMILES: [CH3:1][c:2]1[cH:3][cH:4][c:5](-[c:8]2[cH:9][c:10]3[cH:11][c:12]([C:19](=[O:20])[O:21][CH3:22])[c:13]([CH3:18])[n:14][c:15]3[cH:16][cH:17]2)[cH:6][cH:7]1.[ClH:25].[Na+:24].[O:26]1[CH2:27][CH2:28][CH2:29][CH:30]1[CH2:31][CH2:32][OH:33].[OH-:23]>>[CH3:1][c:2]1[cH:3][cH:4][c:5](-[c:8]2[cH:9][c:10]3[cH:11][c:12]([C:19](=[O:20])[OH:21])[c:13]([CH3:18])[n:14][c:15]3[cH:16][cH:17]2)[cH:6][cH:7]1. Starting materials: COC(=O)c1cc2cc(-c3ccc(C)cc3)ccc2nc1C, Cl, [Na+], OCCC1CCCO1, [OH-].